This data is from the Open Reaction Database (ORD), a public repository of structured organic reaction records. The task is: describe an organic reaction: reactants, conditions, products, and yield Solvent: CN(C=O)C (N,N-dimethylformamide). The reactants are C(O)([O-])=O.[Na+] (sodium hydrogencarbonate), N1C=NC=C1 (imidazole), C(C)(C)(C)[Si](Cl)(C)C (tert-butyldimethylchlorosilane), BrC1=C(CO)C=CC=C1 (2-Bromobenzyl alcohol). Reaction SMILES: [Br:1][C:2]1[CH:9]=[CH:8][CH:7]=[CH:6][C:3]=1[CH2:4][OH:5].N1C=CN=C1.[C:15]([Si:19]([CH3:22])([CH3:21])Cl)([CH3:18])([CH3:17])[CH3:16].C(=O)([O-])O.[Na+]>CN(C)C=O>[Br:1][C:2]1[CH:9]=[CH:8][CH:7]=[CH:6][C:3]=1[CH2:4][O:5][Si:19]([C:15]([CH3:18])([CH3:17])[CH3:16])([CH3:22])[CH3:21] |f:3.4|. Reported procedure: 2-Bromobenzyl alcohol (25.0 g) was dissolved in N,N-dimethylformamide (150 ml) and imidazole (20.0 g) and tert-butyldimethylchlorosilane (22.2 g) were added. The reaction mixture was stirred at room temperature for 2 hr. The reaction mixture was poured into 5% aqueous sodium hydrogencarbonate solution and extracted with ethyl acetate. The organic layer was washed successively with 5% aqueous sodium hydrogencarbonate solution, water and saturated brine, dried over anhydrous sodium sulfate, and co... Isolated yield 101.6%. Run at time 2 hour. The product is BrC1=C(C=CC=C1)CO[Si](C)(C)C(C)(C)C (2-Bromo-1-(tert-butyldimethylsilyloxymethyl)benzene). The reactants are C(N)(=O)C1=CC=CC=2NC(=NC21)C2N(CC1=CC=CC=C1C2)C(=O)OCC2=CC=CC=C2 (benzyl 3-(4-carbamoyl-1H-benzo[d]imidazol-2-yl)-3,4-dihydroisoquinoline-2-(1H)-carboxylate). The reagents and catalysts are [Pd] (Pd/C). Run in CO (methanol). Conditions: time 2 hour. Product: C1NC(CC2=CC=CC=C12)C1=NC2=C(N1)C=CC=C2C(=O)N (2-(1,2,3,4-tetrahydroisoquinolin-3-yl)-1H-benzo[d]imidazole-4-carboxamide). RXN SMILES: [C:1]([C:4]1[C:12]2[N:11]=[C:10]([CH:13]3[CH2:22][C:21]4[C:16](=[CH:17][CH:18]=[CH:19][CH:20]=4)[CH2:15][N:14]3C(OCC3C=CC=CC=3)=O)[NH:9][C:8]=2[CH:7]=[CH:6][CH:5]=1)(=[O:3])[NH2:2]>CO.[Pd]>[CH2:15]1[C:16]2[C:21](=[CH:20][CH:19]=[CH:18][CH:17]=2)[CH2:22][CH:13]([C:10]2[NH:9][C:8]3[CH:7]=[CH:6][CH:5]=[C:4]([C:1]([NH2:2])=[O:3])[C:12]=3[N:11]=2)[NH:14]1. Procedure details: To a solution of benzyl 3-(4-carbamoyl-1H-benzo[d]imidazol-2-yl)-3,4-dihydroisoquinoline-2-(1H)-carboxylate (400 mg, 0.938 mmol) in methanol (20 ml) was added 10% Pd/C (40 mg) and the reaction mixture was degassed and stirred under H2 at 1 atmosphere pressure for 2 h at RT. The reaction mixture was filtered and the filtrate was concentrated and the crude was product further triturated with ether to afford 2-(1,2,3,4-tetrahydroisoquinolin-3-yl)-1H-benzo[d]imidazole-4-carboxamide. MS (ES+): m/z 29... Run in O1CCCC1 (tetrahydrofuran), CN(C=O)C (dimethylformamide). Conditions: temperature 150 celsius, time 2 hour. Product: C1(=CC=CC=C1)C1CC(C=2C=CNC2C1)=O (6-phenyl-4,5,6,7-tetrahydroindol-4-one). Reaction SMILES: [C:1]1([CH:7]2[CH2:12][C:11](=[O:13])[CH2:10][C:9](=O)[CH2:8]2)[CH:6]=[CH:5][CH:4]=[CH:3][CH:2]=1.[NH2:15][CH2:16][CH2:17]O.BrC1C(C)=CC(C)=CC=1C.C(=O)([O-])[O-].[K+].[K+]>CN(C)C=O.O1CCCC1>[C:1]1([CH:7]2[CH2:8][C:9]3[NH:15][CH:16]=[CH:17][C:10]=3[C:11](=[O:13])[CH2:12]2)[CH:2]=[CH:3][CH:4]=[CH:5][CH:6]=1 |f:3.4.5|. Procedure: A mixture of 5-phenylcyclohexane-1,3-dione (15.0 g), 2-aminoethanol (6.3 g), molecular sieves 4A (100 g) and tetrahydrofuran (200 ml) was refluxed for 12 hours and cooled, and insoluble materials were filtered off. Under reduced pressure, the solvent was evaporated to give oil, which was dissolved in dimethylformamide (5 ml). To the solution were added 2-bromomesitylene (0.20 g), tetrakistriphenylphosphine palladium (30 mg) and potassium carbonate (0.28 g), and the mixture was stirred at 150° C.... Starting materials: BrC1=C(C=C(C=C1C)C)C (2-bromomesitylene), tetrakistriphenylphosphine palladium, C([O-])([O-])=O.[K+].[K+] (potassium carbonate), C1(=CC=CC=C1)C1CC(CC(C1)=O)=O (5-phenylcyclohexane-1,3-dione), NCCO (2-aminoethanol), 4A. Isolated yield 0.7%. The product is C[Si](C=1N=NN(C1)CC1=CC=C(C#N)C=C1)(C)C (4-[4-trimethylsilyl-(1,2,3-triazol-1-yl) methyl]benzonitrile). The solvent is C1(=CC=CC=C1)C (toluene). As a reaction SMILES: [N:1]([CH2:4][C:5]1[CH:12]=[CH:11][C:8]([C:9]#[N:10])=[CH:7][CH:6]=1)=[N+:2]=[N-:3].[CH3:13][Si:14]([C:17]#[CH:18])([CH3:16])[CH3:15]>C1(C)C=CC=CC=1>[CH3:13][Si:14]([CH3:16])([CH3:15])[C:17]1[N:3]=[N:2][N:1]([CH2:4][C:5]2[CH:12]=[CH:11][C:8]([C:9]#[N:10])=[CH:7][CH:6]=2)[CH:18]=1. Procedure details: 38.9 g of 4-azidomethylbenzonitrile is refluxed in 400 ml of toluene with 42 ml of trimethylsilylacetylene for 5 hours at 120° , combined with another 21 ml of trimethylsilylacetylene, and once again refluxed for 3 hours at 1.20° Then the mixture is concentrated under vacuum, yielding 63 g of crude 4-[4-trimethylsilyl-(1,2,3-triazol-1-yl) methyl]benzonitrile. The latter is refluxed with a mixture of 700 ml of glacial acetic acid, 380 ml of water, as well as 110 ml of tetrahydrofuran for 2 hours.... The reactants are N(=[N+]=[N-])CC1=CC=C(C#N)C=C1 (4-azidomethylbenzonitrile), C[Si](C)(C)C#C (trimethylsilylacetylene), C[Si](C)(C)C#C (trimethylsilylacetylene). Starting materials: Cc1n[nH]c(=O)c(-c2c(F)cccc2Cl)c1-c1ccc(Cl)cc1, O=P(Cl)(Cl)Cl. Product: Cc1nnc(Cl)c(-c2c(F)cccc2Cl)c1-c1ccc(Cl)cc1. Reaction SMILES: [Cl:1][c:2]1[c:3](-[c:9]2[c:10](=[O:23])[nH:11][n:12][c:13]([CH3:22])[c:14]2-[c:15]2[cH:16][cH:17][c:18]([Cl:21])[cH:19][cH:20]2)[c:4]([F:8])[cH:5][cH:6][cH:7]1.[P:24]([Cl:25])([Cl:26])([Cl:27])=[O:28]>>[Cl:1][c:2]1[c:3](-[c:9]2[c:10]([Cl:26])[n:11][n:12][c:13]([CH3:22])[c:14]2-[c:15]2[cH:16][cH:17][c:18]([Cl:21])[cH:19][cH:20]2)[c:4]([F:8])[cH:5][cH:6][cH:7]1.